Dataset: the Open Reaction Database (ORD), a public repository of structured organic reaction records. Task: describe an organic reaction: reactants, conditions, products, and yield Reactants: BrCCCc1ccccc1CBr, CCOC(=O)C(NC(C)=O)C(=O)OCC, CCO. Yields the product CCOC(=O)C(Cc1ccccc1CCCBr)(NC(C)=O)C(=O)OCC. Reaction SMILES: [Br:16][CH2:17][CH2:18][CH2:19][c:20]1[c:21]([CH2:22][Br:23])[cH:24][cH:25][cH:26][cH:27]1.[C:1]([CH3:2])(=[O:3])[NH:4][CH:5]([C:6](=[O:7])[O:8][CH2:9][CH3:10])[C:11](=[O:12])[O:13][CH2:14][CH3:15].[CH3:28][CH2:29][OH:30]>>[C:1]([CH3:2])(=[O:3])[NH:4][C:5]([C:6](=[O:7])[O:8][CH2:9][CH3:10])([C:11](=[O:12])[O:13][CH2:14][CH3:15])[CH2:22][c:21]1[c:20]([CH2:19][CH2:18][CH2:17][Br:16])[cH:27][cH:26][cH:25][cH:24]1.